From a dataset of the Open Reaction Database (ORD), a public repository of structured organic reaction records. describe an organic reaction: reactants, conditions, products, and yield Reaction SMILES: [CH3:11][C:12]([CH3:13])([CH3:14])[N+:15](=[O:16])[O-:17].[CH3:18][C:19](=[O:20])[OH:21].[CH3:22][CH2:23][OH:24].[F:1][c:2]1[c:3]([CH:4]=[O:5])[cH:6][c:7]([F:10])[cH:8][cH:9]1.[Zn:25]>>[F:1][c:2]1[c:3]([CH:4]=[N+:15]([C:12]([CH3:11])([CH3:13])[CH3:14])[O-:16])[cH:6][c:7]([F:10])[cH:8][cH:9]1. Yields the product CC(C)(C)[N+]([O-])=Cc1cc(F)ccc1F. Starting materials: CC(C)(C)[N+](=O)[O-], CC(=O)O, CCO, O=Cc1cc(F)ccc1F, [Zn]. The reactants are IC=1C=CC(=C2C(C(NC12)=O)=O)C(F)(F)F (7-iodo-4-trifluoromethylisatin), Cl.ClCCN(CC)CC (2-chloroethyl-N,N-diethylamine hydrochloride). Product: C(C)N(CCN1C(=O)C(=O)C2=C(C=CC(=C12)I)C(F)(F)F)CC (1-(2-Diethylaminoethyl)-7-iodo-4-trifluoromethylisatin). The yield is 76.0%. RXN SMILES: [I:1][C:2]1[CH:3]=[CH:4][C:5]([C:13]([F:16])([F:15])[F:14])=[C:6]2[C:10]=1[NH:9][C:8](=[O:11])[C:7]2=[O:12].Cl.Cl[CH2:19][CH2:20][N:21]([CH2:24][CH3:25])[CH2:22][CH3:23]>>[CH2:20]([N:21]([CH2:24][CH3:25])[CH2:22][CH2:23][N:9]1[C:10]2[C:6](=[C:5]([C:13]([F:16])([F:14])[F:15])[CH:4]=[CH:3][C:2]=2[I:1])[C:7](=[O:12])[C:8]1=[O:11])[CH3:19] |f:1.2|. Procedure details: The title compound (245 mg, 76%) was prepared from 7-iodo-4-trifluoromethylisatin (250 mg, 0.733 mmol) and 2-chloroethyl-N,N-diethylamine hydrochloride by the procedure similar to that described in Reference Example 8.